Dataset: the Open Reaction Database (ORD), a public repository of structured organic reaction records. Task: describe an organic reaction: reactants, conditions, products, and yield Procedure: Ethanol (80 ml) and 10% sodium hydroxide aqueous solution (37 g) are added to 2-benzyl-1-(2,4-dichlorobenzyl)-5-ethoxycarbonylbenzimidazole (0.50 g) (example 13) and the solution is refluxed for 4 hours. After the reaction solution is cooled, its acidity is adjusted to pH 6 with 10% hydrochloric acid. The sediment is gathered, washed with water, dried under reduced pressure, and thus, 2-benzyl-5-carboxy- 1 -(2,4-dichlorobenzyl) benzimidazole (0.40 g) is obtained. Yields the product C(C1=CC=CC=C1)C1=NC2=C(N1CC1=C(C=C(C=C1)Cl)Cl)C=CC(=C2)C(=O)O (2-benzyl-5-carboxy- 1 -(2,4-dichlorobenzyl) benzimidazole). Starting materials: [OH-].[Na+] (sodium hydroxide), C(C1=CC=CC=C1)C1=NC2=C(N1CC1=C(C=C(C=C1)Cl)Cl)C=CC(=C2)C(=O)OCC (2-benzyl-1-(2,4-dichlorobenzyl)-5-ethoxycarbonylbenzimidazole), Cl (hydrochloric acid). As a reaction SMILES: [OH-].[Na+].[CH2:3]([C:10]1[N:14]([CH2:15][C:16]2[CH:21]=[CH:20][C:19]([Cl:22])=[CH:18][C:17]=2[Cl:23])[C:13]2[CH:24]=[CH:25][C:26]([C:28]([O:30]CC)=[O:29])=[CH:27][C:12]=2[N:11]=1)[C:4]1[CH:9]=[CH:8][CH:7]=[CH:6][CH:5]=1.Cl>C(O)C>[CH2:3]([C:10]1[N:14]([CH2:15][C:16]2[CH:21]=[CH:20][C:19]([Cl:22])=[CH:18][C:17]=2[Cl:23])[C:13]2[CH:24]=[CH:25][C:26]([C:28]([OH:30])=[O:29])=[CH:27][C:12]=2[N:11]=1)[C:4]1[CH:9]=[CH:8][CH:7]=[CH:6][CH:5]=1 |f:0.1|. The yield is 85.5%. Solvent: C(C)O (Ethanol). The reactants are C1CCOC1, CCOC(C)=O, O=S(=O)(Cl)c1ccc(Cl)s1, NC(CCC(F)(F)F)C(=O)O, [Na+], [OH-]. The product is O=C(O)C(CCC(F)(F)F)NS(=O)(=O)c1ccc(Cl)s1. RXN SMILES: [CH2:24]1[O:25][CH2:26][CH2:27][CH2:28]1.[CH3:29][CH2:30][O:31][C:32]([CH3:33])=[O:34].[Cl:14][c:15]1[cH:16][cH:17][c:18]([S:20](=[O:21])(=[O:22])[Cl:23])[s:19]1.[F:1][C:2]([CH2:3][CH2:4][CH:5]([NH2:6])[C:7](=[O:8])[OH:9])([F:10])[F:11].[Na+:13].[OH-:12]>>[F:1][C:2]([CH2:3][CH2:4][CH:5]([NH:6][S:20]([c:18]1[cH:17][cH:16][c:15]([Cl:14])[s:19]1)(=[O:21])=[O:22])[C:7](=[O:8])[OH:9])([F:10])[F:11].